Dataset: the Open Reaction Database (ORD), a public repository of structured organic reaction records. Task: describe an organic reaction: reactants, conditions, products, and yield The reactants are [H-].C(C(C)C)[Al+]CC(C)C (diisobutylaluminium hydride), solution, COC(C1=C(C=CC(=C1)I)N)=O (methyl-2-amino-5-iodobenzoate), CO (methanol), C(C)(=O)OCC (Ethyl acetate). Solvent: C1CCOC1 (THF), C1CCOC1 (THF). Conditions: time 16 hour. Yields the product NC1=C(CO)C=C(C=C1)I (2-amino-5-iodobenzyl alcohol). RXN SMILES: [H-].C([Al+]CC(C)C)C(C)C.C[O:12][C:13](=O)[C:14]1[CH:19]=[C:18]([I:20])[CH:17]=[CH:16][C:15]=1[NH2:21].CO.C(OCC)(=O)C>C1COCC1>[NH2:21][C:15]1[CH:16]=[CH:17][C:18]([I:20])=[CH:19][C:14]=1[CH2:13][OH:12] |f:0.1|. Procedure details: A solution of diisobutylaluminium hydride (210 cm3 of a 1.5M solution in THF) was added at -30° to a stirred solution of methyl-2-amino-5-iodobenzoate (28.0 g) in THF (100 cm3) under nitrogen. The mixture was warmed to room temperature, stirred for 16 hours and treated with methanol (35 cm3). Ethyl acetate (500 cm3) was added and the mixture filtered to remove inorganic material. The filtrate was concentrated in vacuo to afford a solid which was chromatographed on silica (Merck "MK 60.9385") elu... The reactants are NC=1C=C2C=3CC(CCC3NC2=CC1)N(C)C (6-amino-3-(dimethyl)amino-1,2,3,4-tetrahydro-9H-carbazole), ClC(=O)OC1=CC=C(C=C1)F (4-fluorophenyl chloroformate). The product is FC1=CC=C(OC(=O)NC=2C=C3C=4CC(CCC4NC3=CC2)N(C)C)C=C1 (6-(4-fluorophenoxycarbonyl)amino-3-(dimethyl)amino-1,2,3,4-tetrahydro-9H-carbazole). Yield: 39.8%. RXN SMILES: [NH2:1][C:2]1[CH:3]=[C:4]2[C:12](=[CH:13][CH:14]=1)[NH:11][C:10]1[CH2:9][CH2:8][CH:7]([N:15]([CH3:17])[CH3:16])[CH2:6][C:5]2=1.Cl[C:19]([O:21][C:22]1[CH:27]=[CH:26][C:25]([F:28])=[CH:24][CH:23]=1)=[O:20]>>[F:28][C:25]1[CH:26]=[CH:27][C:22]([O:21][C:19]([NH:1][C:2]2[CH:3]=[C:4]3[C:12](=[CH:13][CH:14]=2)[NH:11][C:10]2[CH2:9][CH2:8][CH:7]([N:15]([CH3:17])[CH3:16])[CH2:6][C:5]3=2)=[O:20])=[CH:23][CH:24]=1. Procedure details: Beginning with 6.0 mg (0.026 mMol) 6-amino-3-(dimethyl)amino-1,2,3,4-tetrahydro-9H-carbazole and 4.8 mg (0.0273 mMol) 4-fluorophenyl chloroformate, 3.8 mg (40%) of the title compound were recovered. The reactants are CNC, CO, C[O-], CC(C)c1ccoc1C(=O)O, [Na+]. Product: CC(C)c1ccoc1C(=O)N(C)C. RXN SMILES: [CH3:15][NH:16][CH3:17].[CH3:18][OH:19].[CH3:1][O-:2].[CH3:4][CH:5]([CH3:6])[c:7]1[c:8]([C:12](=[O:13])[OH:14])[o:9][cH:10][cH:11]1.[Na+:3]>>[CH3:4][CH:5]([CH3:6])[c:7]1[c:8]([C:12](=[O:14])[N:16]([CH3:15])[CH3:17])[o:9][cH:10][cH:11]1. The reactants are CCCCC1(C(=O)c2ccc(Cl)c(Cl)c2)CCCN1C(=O)OC(C)(C)C, CO, Cl. Product: CCCCC1(C(=O)c2ccc(Cl)c(Cl)c2)CCCN1. As a reaction SMILES: [C:1]([O:2][C:3](=[O:4])[N:8]1[C:9]([C:13]([c:14]2[cH:15][c:16]([Cl:21])[c:17]([Cl:20])[cH:18][cH:19]2)=[O:22])([CH2:23][CH2:24][CH2:25][CH3:26])[CH2:10][CH2:11][CH2:12]1)([CH3:5])([CH3:6])[CH3:7].[CH3:28][OH:29].[ClH:27]>>[NH:8]1[C:9]([C:13]([c:14]2[cH:15][c:16]([Cl:21])[c:17]([Cl:20])[cH:18][cH:19]2)=[O:22])([CH2:23][CH2:24][CH2:25][CH3:26])[CH2:10][CH2:11][CH2:12]1. Starting materials: C1CCOC1, CCCCCC=CCC=CCCCCCCCCOC(CO)CN(C)C, O=C1CCC(=O)O1. Product: CCCCCC=CCC=CCCCCCCCCOC(COC(=O)CCC(=O)O)CN(C)C. RXN SMILES: [CH2:34]1[O:35][CH2:36][CH2:37][CH2:38]1.[CH3:8][N:9]([CH2:10][CH:11]([CH2:12][OH:13])[O:14][CH2:15][CH2:16][CH2:17][CH2:18][CH2:19][CH2:20][CH2:21][CH2:22][CH:23]=[CH:24][CH2:25][CH:26]=[CH:27][CH2:28][CH2:29][CH2:30][CH2:31][CH3:32])[CH3:33].[O:1]=[C:2]1[CH2:3][CH2:4][C:5](=[O:6])[O:7]1>>[O:1]=[C:2]([CH2:3][CH2:4][C:5](=[O:6])[O:13][CH2:12][CH:11]([CH2:10][N:9]([CH3:8])[CH3:33])[O:14][CH2:15][CH2:16][CH2:17][CH2:18][CH2:19][CH2:20][CH2:21][CH2:22][CH:23]=[CH:24][CH2:25][CH:26]=[CH:27][CH2:28][CH2:29][CH2:30][CH2:31][CH3:32])[OH:7]. Starting materials: ClC1=CC(=CC=C1)C(=O)OO (m-chloroperbenzoic acid), C(C=C)C1=CC(=C(C(=C1)C(C)(C)C)O)C(C)(C)C (4-allyl-2,6-di-tert.-butylphenol), peracid. Run in C(Cl)Cl (methylene chloride), C(Cl)Cl (methylene chloride). The product is C(C)(C)(C)C=1C=C(CC2OC2)C=C(C1O)C(C)(C)C (3,5-di-tert.-butyl-4-hydroxybenzyl-oxirane). RXN SMILES: ClC1C=CC=C(C(OO)=[O:9])C=1.[CH2:12]([C:15]1[CH:20]=[C:19]([C:21]([CH3:24])([CH3:23])[CH3:22])[C:18]([OH:25])=[C:17]([C:26]([CH3:29])([CH3:28])[CH3:27])[CH:16]=1)[CH:13]=[CH2:14]>C(Cl)Cl>[C:21]([C:19]1[CH:20]=[C:15]([CH:16]=[C:17]([C:26]([CH3:29])([CH3:28])[CH3:27])[C:18]=1[OH:25])[CH2:12][CH:13]1[CH2:14][O:9]1)([CH3:22])([CH3:24])[CH3:23]. Reported procedure: A solution of 22.4 g [0.11 mol] of m-chloroperbenzoic acid [85% strength] in 300 ml of dry methylene chloride is added dropwise to a solution of 24.6 g [0.10 mol] of 4-allyl-2,6-di-tert.-butylphenol of boiling point6 : 134°-36° C [manufactured according to the datain Journ. Org. Chem. USSR 1967, 95] in 175 ml of dry methylene chloride at room temperature, at a speed such that the temperature of the reaction solution does not exceed room temperature. Stirring is continued at room temperature unti...